Dataset: the Open Reaction Database (ORD), a public repository of structured organic reaction records. Task: describe an organic reaction: reactants, conditions, products, and yield The reactants are O=C1CCC(=O)N1Br, Cc1csc(N2CCN(Cc3ccc(C(F)(F)F)cc3)C2=O)n1, CC#N. Yields the product Cc1nc(N2CCN(Cc3ccc(C(F)(F)F)cc3)C2=O)sc1Br. As a reaction SMILES: [Br:24][N:25]1[C:26](=[O:27])[CH2:28][CH2:29][C:30]1=[O:31].[CH3:1][c:2]1[n:3][c:4]([N:7]2[C:8](=[O:23])[N:9]([CH2:12][c:13]3[cH:14][cH:15][c:16]([C:19]([F:20])([F:21])[F:22])[cH:17][cH:18]3)[CH2:10][CH2:11]2)[s:5][cH:6]1.[CH3:32][C:33]#[N:34]>>[CH3:1][c:2]1[n:3][c:4]([N:7]2[C:8](=[O:23])[N:9]([CH2:12][c:13]3[cH:14][cH:15][c:16]([C:19]([F:20])([F:21])[F:22])[cH:17][cH:18]3)[CH2:10][CH2:11]2)[s:5][c:6]1[Br:24]. The reactants are BrB(Br)Br, O=C([O-])O, CCS(=O)(=O)N1CCCC(Nc2nc3ccc(OC)cc3s2)C1, CCOC(C)=O, ClCCl, [Na+], O. Yields the product CCS(=O)(=O)N1CCCC(Nc2nc3ccc(O)cc3s2)C1. Reaction SMILES: [B:24]([Br:25])([Br:26])[Br:27].[C:28](=[O:29])([OH:30])[O-:31].[CH2:1]([CH3:2])[S:3](=[O:4])(=[O:5])[N:6]1[CH2:7][CH:8]([NH:12][c:13]2[s:14][c:15]3[c:16]([n:17]2)[cH:18][cH:19][c:20]([O:22][CH3:23])[cH:21]3)[CH2:9][CH2:10][CH2:11]1.[CH3:37][CH2:38][O:39][C:40](=[O:41])[CH3:42].[Cl:33][CH2:34][Cl:35].[Na+:32].[OH2:36]>>[CH2:1]([CH3:2])[S:3](=[O:4])(=[O:5])[N:6]1[CH2:7][CH:8]([NH:12][c:13]2[s:14][c:15]3[c:16]([n:17]2)[cH:18][cH:19][c:20]([OH:22])[cH:21]3)[CH2:9][CH2:10][CH2:11]1. The reactants are N1CCOCC1 (Morpholine), BrC1=CC(=C(C=C1)S(=O)(=O)Cl)C(F)(F)F ([4-bromo-2-(trifluoromethyl)phenyl]sulfonyl chloride), O (Water). The solvent is C(Cl)Cl (DCM). Reaction conditions: temperature 20 celsius, time 16 hour. The product is BrC1=CC(=C(C=C1)S(=O)(=O)N1CCOCC1)C(F)(F)F (4-[[4-Bromo-2-(trifluoromethyl)phenyl]sulfonyl]morpholine). As a reaction SMILES: [NH:1]1[CH2:6][CH2:5][O:4][CH2:3][CH2:2]1.[Br:7][C:8]1[CH:13]=[CH:12][C:11]([S:14](Cl)(=[O:16])=[O:15])=[C:10]([C:18]([F:21])([F:20])[F:19])[CH:9]=1.O>C(Cl)Cl>[Br:7][C:8]1[CH:13]=[CH:12][C:11]([S:14]([N:1]2[CH2:6][CH2:5][O:4][CH2:3][CH2:2]2)(=[O:15])=[O:16])=[C:10]([C:18]([F:21])([F:19])[F:20])[CH:9]=1. Reported procedure: Morpholine (1.1 ml) was added to a solution of [4-bromo-2-(trifluoromethyl)phenyl]sulfonyl chloride (2.03 g) in DCM (7 ml) at 0° C. and stirred at 20° C. for 16 h. Water was added and the mixture was extracted with DCM. The organic extracts were dried (MgSO4), evaporated and purified by chromatography (silica, petrol-ether as eluent) to give the sub-title compound 2.10 g). Starting materials: Cl.C(N)(=N)N1CCC(CC1)CCC(=O)O (1-amidino-4-piperidinepropionic acid hydrochloride), FC1=CC=C(C=C1)O (p-fluorophenol), C1(CCCCC1)N=C=NC1CCCCC1 (dicyclohexylcarbodiimide). Solvent: N1=CC=CC=C1 (pyridine). Run at time 4 day. Yields the product Cl.C(N)(=N)N1CCC(CC1)CCC(=O)OC1=CC=C(C=C1)F (p-fluorophenyl 1-amidino-4-piperidinepropionate hydrochloride). Yield: 50.1%. Reaction SMILES: [ClH:1].[C:2]([N:5]1[CH2:10][CH2:9][CH:8]([CH2:11][CH2:12][C:13]([OH:15])=[O:14])[CH2:7][CH2:6]1)(=[NH:4])[NH2:3].[F:16][C:17]1[CH:22]=[CH:21][C:20](O)=[CH:19][CH:18]=1.C1(N=C=NC2CCCCC2)CCCCC1>N1C=CC=CC=1>[ClH:1].[C:2]([N:5]1[CH2:10][CH2:9][CH:8]([CH2:11][CH2:12][C:13]([O:15][C:20]2[CH:21]=[CH:22][C:17]([F:16])=[CH:18][CH:19]=2)=[O:14])[CH2:7][CH2:6]1)(=[NH:3])[NH2:4] |f:0.1,5.6|. Procedure: A mixture of 2.00 g of 1-amidino-4-piperidinepropionic acid hydrochloride and 0.95 g of p-fluorophenol was suspended in 20 ml of dry pyridine. To the suspension was added with stirring and ice-cooling 1.74 g of dicyclohexylcarbodiimide and the resulting mixture was allowed to stand at room temperature for 4 days. After removal of any insoluble materials, the filtrate was concentrated under reduced pressure. Ethyl acetate was added to the residue to give crystals which were then recrystallized fr... Starting materials: CN1CCC(=O)CC1, C[O-], CO, O=[N+]([O-])c1ccc2[nH]ccc2c1, [Na+]. The product is CN1CC=C(c2c[nH]c3ccc([N+](=O)[O-])cc23)CC1. Reaction SMILES: [CH3:13][N:14]1[CH2:15][CH2:16][C:17](=[O:20])[CH2:18][CH2:19]1.[CH3:21][O-:22].[CH3:24][OH:25].[N+:1](=[O:2])([O-:3])[c:4]1[cH:5][c:6]2[cH:7][cH:8][nH:9][c:10]2[cH:11][cH:12]1.[Na+:23]>>[N+:1](=[O:2])([O-:3])[c:4]1[cH:5][c:6]2[c:7]([C:17]3=[CH:16][CH2:15][N:14]([CH3:13])[CH2:19][CH2:18]3)[cH:8][nH:9][c:10]2[cH:11][cH:12]1. Starting materials: CC#N, CO, CCN(C(C)C)C(C)C, CC(C)(C)C(N)C(=O)O, O=C(Oc1ccc([N+](=O)[O-])cc1)OC1CCOC1, O. Yields the product CC(C)(C)C(NC(=O)OC1CCOC1)C(=O)O. Reaction SMILES: [CH3:38][C:39]#[N:40].[CH3:41][OH:42].[CH:29]([N:30]([CH2:31][CH3:32])[CH:33]([CH3:34])[CH3:35])([CH3:36])[CH3:37].[NH2:1][CH:2]([C:3](=[O:4])[OH:5])[C:6]([CH3:7])([CH3:8])[CH3:9].[O:11]1[CH2:12][CH:13]([O:16][C:17]([O:18][c:20]2[cH:21][cH:22][c:23]([N+:24]([O-:25])=[O:26])[cH:27][cH:28]2)=[O:19])[CH2:14][CH2:15]1.[OH2:10]>>[NH:1]([CH:2]([C:3](=[O:4])[OH:5])[C:6]([CH3:7])([CH3:8])[CH3:9])[C:17]([O:16][CH:13]1[CH2:12][O:11][CH2:15][CH2:14]1)=[O:18].